This data is from the Open Reaction Database (ORD), a public repository of structured organic reaction records. The task is: describe an organic reaction: reactants, conditions, products, and yield Starting materials: C(CC(=O)C)(=O)OC (methyl acetoacetate), C(C1=CC=CC=C1)(=O)C1=CC=CC=C1 (benzophenone), [H-].[Na+] (NaH), C(CCC)[Li] (n-butyl lithium). Solvent: CCCCCC (hexane), O1CCCC1 (tetrahydrofuran). The product is C1(=CC=CC=C1)C1(CC=CC(O1)=O)C1=CC=CC=C1 (5,6-Dihydro-6,6-diphenyl-2H-pyran-2-one). Reaction SMILES: [C:1](OC)(=[O:6])[CH2:2][C:3]([CH3:5])=O.[H-].[Na+].C([Li])CCC.[C:16]([C:24]1[CH:29]=[CH:28][CH:27]=[CH:26][CH:25]=1)(=[O:23])[C:17]1[CH:22]=[CH:21][CH:20]=[CH:19][CH:18]=1>CCCCCC.O1CCCC1>[C:17]1([C:16]2([C:24]3[CH:29]=[CH:28][CH:27]=[CH:26][CH:25]=3)[O:23][C:1](=[O:6])[CH:2]=[CH:3][CH2:5]2)[CH:22]=[CH:21][CH:20]=[CH:19][CH:18]=1 |f:1.2|. Procedure: The title compound was prepared as described in General Method 1 using 20 mmol of methyl acetoacetate, 22 mmol of NaH 60% dispersion in oil, 21 mmol of 1.6M n-butyl lithium in hexane, 20 mmol of benzophenone and 70 mL of tetrahydrofuran. Upon concentrating the reaction a solid precipitated out which was triturated with ether and filtered (m.p. 170.5°-173° C.). 1H NMR (CDCl3) δ 3.18 (s, 2 H), 3.4 (s, 2 H), 7.3-7.5 (m, 10 H). Reactants: ClCl (chlorine), C24H23ClN4O2, CC=1C=C(C(=O)O)C=CC1C(=O)N1CCCC1 (3-methyl-4-(pyrrolidin-1-ylcarbonyl)benzoic acid), CN(C)C(=[N+](C)C)ON1C2=C(C=CC=C2)N=N1.[B-](F)(F)(F)F (TBTU), C(C)(C)N(CC)C(C)C (diisopropylethylamine), ClC1=CC2=C(NC(=N2)[C@H](CC#C)N)C=C1 ((1S)-1-(5-chloro-1H-benzimidazol-2-yl)but-3-ynylamine). Solvent: ClCCl.C(C)O (dichloromethane ethanol), O1CCCC1 (tetrahydrofuran). The product is ClC1=CC2=C(NC(=N2)[C@H](CC#C)NC(C2=CC(=C(C=C2)C(=O)N2CCCC2)C)=O)C=C1 (N-[(1S)-1-(5-chloro-1H-benzimidazol-2-yl)but-3-ynyl]-3-methyl-4-(pyrrolidin 1-ylcarbonyl)benzamide). Isolated yield 46.0%. As a reaction SMILES: [CH3:1][C:2]1[CH:3]=[C:4]([CH:8]=[CH:9][C:10]=1[C:11]([N:13]1[CH2:17][CH2:16][CH2:15][CH2:14]1)=[O:12])[C:5]([OH:7])=O.CN(C(ON1N=NC2C=CC=CC1=2)=[N+](C)C)C.[B-](F)(F)(F)F.C(N(C(C)C)CC)(C)C.[Cl:49][C:50]1[CH:63]=[CH:62][C:53]2[NH:54][C:55]([C@@H:57]([NH2:61])[CH2:58][C:59]#[CH:60])=[N:56][C:52]=2[CH:51]=1.ClCl>O1CCCC1.ClCCl.C(O)C>[Cl:49][C:50]1[CH:63]=[CH:62][C:53]2[NH:54][C:55]([C@@H:57]([NH:61][C:5](=[O:7])[C:4]3[CH:8]=[CH:9][C:10]([C:11]([N:13]4[CH2:17][CH2:16][CH2:15][CH2:14]4)=[O:12])=[C:2]([CH3:1])[CH:3]=3)[CH2:58][C:59]#[CH:60])=[N:56][C:52]=2[CH:51]=1 |f:1.2,7.8|. Procedure: Prepared analogously to Example 1g from 3-methyl-4-(pyrrolidin-1-ylcarbonyl)benzoic acid, TBTU, diisopropylethylamine, and (1S)-1-(5-chloro-1H-benzimidazol-2-yl)but-3-ynylamine in tetrahydrofuran. Yield: 46%; Rf value: 0.42 (silica gel: dichloromethane/ethanol=9:1); C24H23ClN4O2 (434.925); mass spectrum: (M+H)+=435/437 (chlorine isotope). The reactants are C(#N)\C=C(/C(=O)OCC)\[O-].[Na+] (sodium (1E)-1-cyano-3-ethoxy-3-oxo-1-propen-2-olate), FC(C(=O)O)(F)F (trifluoroacetic acid), ClC1=C(CNN)C=CC=C1 (1-(2-chlorobenzyl)hydrazine). Run in O1CCOCC1 (dioxane). Yields the product NC1=CC(=NN1CC1=C(C=CC=C1)Cl)C(=O)OCC (Ethyl 5-amino-1-(2-chlorobenzyl)-1H-pyrazole-3-carboxylate). As a reaction SMILES: [Cl:1][C:2]1[CH:10]=[CH:9][CH:8]=[CH:7][C:3]=1[CH2:4][NH:5][NH2:6].[C:11](/[CH:13]=[C:14](/[O-])\[C:15]([O:17][CH2:18][CH3:19])=[O:16])#[N:12].[Na+].FC(F)(F)C(O)=O>O1CCOCC1>[NH2:12][C:11]1[N:5]([CH2:4][C:3]2[CH:7]=[CH:8][CH:9]=[CH:10][C:2]=2[Cl:1])[N:6]=[C:14]([C:15]([O:17][CH2:18][CH3:19])=[O:16])[CH:13]=1 |f:1.2|. Reported procedure: 2.29 g (14.60 mmol) of 1-(2-chlorobenzyl)hydrazine from Example 1 A are dissolved in 60 ml of dioxane under argon. To this are added 2.38 g 814.60 mmol) of sodium (1E)-1-cyano-3-ethoxy-3-oxo-1-propen-2-olate from Example 6 A and 2.66 g (1.80 ml; 23.36 mmol) of trifluoroacetic acid. The mixture is boiled under reflux overnight and reacted further without further workup. LC/MS (Method 2): Rt=2.45 min MS (EI): m/z=280 (M+H)+ Reactants: CCO, O=C[O-], [NH4+], [OH-], [OH-], [Pd+2], O=C(C1CCN(C2CN(C(c3ccccc3)c3ccccc3)C2)CC1)N1CCOCC1. Product: O=C(C1CCN(C2CNC2)CC1)N1CCOCC1. RXN SMILES: [CH3:36][CH2:37][OH:38].[CH:32]([O-:33])=[O:34].[NH4+:35].[OH-:39].[OH-:41].[Pd+2:40].[c:1]1([CH:2]([c:3]2[cH:4][cH:5][cH:6][cH:7][cH:26]2)[N:8]2[CH2:9][CH:10]([N:12]3[CH2:13][CH2:14][CH:15]([C:18](=[O:19])[N:20]4[CH2:21][CH2:22][O:23][CH2:24][CH2:25]4)[CH2:16][CH2:17]3)[CH2:11]2)[cH:27][cH:28][cH:29][cH:30][cH:31]1>>[NH:8]1[CH2:9][CH:10]([N:12]2[CH2:13][CH2:14][CH:15]([C:18](=[O:19])[N:20]3[CH2:21][CH2:22][O:23][CH2:24][CH2:25]3)[CH2:16][CH2:17]2)[CH2:11]1. Reactants: S(=O)(=O)([O-])OOS(=O)(=O)[O-].[K+].[K+] (potassium peroxydisulfate), C(C1=CC=CC=C1)OC(=O)N[C@H]1[C@H](N(C1=O)CC1=C(C=C(C=C1)OC)OC)CN1N=C2C(=N1)CN(C2)C(=O)OC(C)(C)C (tert-butyl 2-(((2R,3S)-3-(((benzyloxy)carbonyl)amino)-1-(2,4-dimethoxybenzyl)-4-oxoazetidin-2-yl)methyl)-4,6-dihydropyrrolo[3,4-d][1,2,3]triazole-5(2H)-carboxylate), S(=O)(=O)([O-])OOS(=O)(=O)[O-].[K+].[K+] (potassium peroxydisulfate), P(=O)([O-])([O-])[O-].[K+].[K+].[K+] (potassium phosphate), S(=O)(=O)([O-])OOS(=O)(=O)[O-].[K+].[K+] (potassium peroxydisulfate). The solvent is C(C)#N.O (ACN water). Reaction conditions: temperature 90 celsius. Product: C(C1=CC=CC=C1)OC(=O)N[C@H]1[C@H](NC1=O)CN1N=C2C(=N1)CN(C2)C(=O)OC(C)(C)C (tert-Butyl 2-(((2R,3S)-3-(((benzyloxy)carbonyl)amino)-4-oxoazetidin-2-yl)methyl)-4,6-dihydropyrrolo[3,4-d][1,2,3]triazole-5(2H)-carboxylate). Isolated yield 51.8%. As a reaction SMILES: [CH2:1]([O:8][C:9]([NH:11][C@@H:12]1[C:15](=[O:16])[N:14](CC2C=CC(OC)=CC=2OC)[C@@H:13]1[CH2:28][N:29]1[N:33]=[C:32]2[CH2:34][N:35]([C:37]([O:39][C:40]([CH3:43])([CH3:42])[CH3:41])=[O:38])[CH2:36][C:31]2=[N:30]1)=[O:10])[C:2]1[CH:7]=[CH:6][CH:5]=[CH:4][CH:3]=1.S(OOS([O-])(=O)=O)([O-])(=O)=O.[K+].[K+].P([O-])([O-])([O-])=O.[K+].[K+].[K+]>C(#N)C.O>[CH2:1]([O:8][C:9]([NH:11][C@@H:12]1[C:15](=[O:16])[NH:14][C@@H:13]1[CH2:28][N:29]1[N:30]=[C:31]2[CH2:36][N:35]([C:37]([O:39][C:40]([CH3:43])([CH3:42])[CH3:41])=[O:38])[CH2:34][C:32]2=[N:33]1)=[O:10])[C:2]1[CH:3]=[CH:4][CH:5]=[CH:6][CH:7]=1 |f:1.2.3,4.5.6.7,8.9|. Procedure: Slurried tert-butyl 2-(((2R,3S)-3-(((benzyloxy)carbonyl)amino)-1-(2,4-dimethoxybenzyl)-4-oxoazetidin-2-yl)methyl)-4,6-dihydropyrrolo[3,4-d][1,2,3]triazole-5(2H)-carboxylate (85.5 mg, 0.144 mmol), potassium peroxydisulfate (51.8 mg, 0.186 mmol) and potassium phosphate, dibasic (57 mg, 0.33 mmol) in ACN/water (2 mL, 2:1) for 5 min, then heated to 90° C. for 1.5 h. More potassium peroxydisulfate (13.9 mg, 0.050 mmol) was added and it was heated for an additional hour. More potassium peroxydisulfate...